describe an organic reaction: reactants, conditions, products, and yield From a dataset of the Open Reaction Database (ORD), a public repository of structured organic reaction records. Reactants: CC(=O)SCC(Cc1ccccc1)NC(=O)Nc1cccnc1, NN, O. The product is O=C(Nc1cccnc1)NC(CS)Cc1ccccc1. As a reaction SMILES: [C:1](=[O:2])([S:3][CH2:4][CH:5]([CH2:6][c:7]1[cH:8][cH:9][cH:10][cH:11][cH:12]1)[NH:13][C:14](=[O:15])[NH:16][c:17]1[cH:18][n:19][cH:20][cH:21][cH:22]1)[CH3:23].[NH2:25][NH2:26].[OH2:24]>>[SH:3][CH2:4][CH:5]([CH2:6][c:7]1[cH:8][cH:9][cH:10][cH:11][cH:12]1)[NH:13][C:14](=[O:15])[NH:16][c:17]1[cH:18][n:19][cH:20][cH:21][cH:22]1. Reactants: CC(=O)c1cc(Oc2ncccc2C(=O)O)ccc1Cl, CC(C)(O)c1ccc(CN)cc1. Yields the product CC(=O)c1cc(Oc2ncccc2C(=O)NCc2ccc(C(C)(C)O)cc2)ccc1Cl. Reaction SMILES: [C:1]([CH3:2])(=[O:3])[c:4]1[cH:5][c:6]([O:7][c:8]2[c:9]([C:10](=[O:11])[OH:12])[cH:13][cH:14][cH:15][n:16]2)[cH:17][cH:18][c:19]1[Cl:20].[NH2:21][CH2:22][c:23]1[cH:24][cH:25][c:26]([C:29]([CH3:30])([CH3:31])[OH:32])[cH:27][cH:28]1>>[C:1]([CH3:2])(=[O:3])[c:4]1[cH:5][c:6]([O:7][c:8]2[c:9]([C:10](=[O:12])[NH:21][CH2:22][c:23]3[cH:24][cH:25][c:26]([C:29]([CH3:30])([CH3:31])[OH:32])[cH:27][cH:28]3)[cH:13][cH:14][cH:15][n:16]2)[cH:17][cH:18][c:19]1[Cl:20].